From a dataset of the Open Reaction Database (ORD), a public repository of structured organic reaction records. describe an organic reaction: reactants, conditions, products, and yield RXN SMILES: [Cl:1][C:2]1[CH:7]=[CH:6][C:5]([C:8]2[C:13]([C:14]([O:16]C)=[O:15])=[CH:12][N:11]=[C:10]([CH3:18])[CH:9]=2)=[C:4]([F:19])[CH:3]=1.[OH-].[Na+].Cl>CO.O>[Cl:1][C:2]1[CH:7]=[CH:6][C:5]([C:8]2[C:13]([C:14]([OH:16])=[O:15])=[CH:12][N:11]=[C:10]([CH3:18])[CH:9]=2)=[C:4]([F:19])[CH:3]=1 |f:1.2|. Reported procedure: To a solution of methyl 4-(4-chloro-2-fluorophenyl)-6-methylnicotinate (700 mg, 2.50 mmol) in MeOH (5 mL) was added NaOH (200 mg, 7.51 mmol) in water (5 mL). The reaction mixture was stirred at room temperature for 2 h. The solvent was evaporated under reduced pressure and the residue obtained was adjusted to pH ˜3 by adding 1.5N HCl. The reaction mixture was extracted with dichloromethane. The organic phase was dried over Na2SO4, and concentrated under reduced pressure to afford 4-(4-chloro-2-f... Yield: 69.2%. Solvent: CO (MeOH), O (water). The reactants are Cl (HCl), ClC1=CC(=C(C=C1)C1=CC(=NC=C1C(=O)OC)C)F (methyl 4-(4-chloro-2-fluorophenyl)-6-methylnicotinate), [OH-].[Na+] (NaOH). Reaction conditions: time 2 hour. Yields the product ClC1=CC(=C(C=C1)C1=CC(=NC=C1C(=O)O)C)F (4-(4-chloro-2-fluorophenyl)-6-methylnicotinic acid). Reported procedure: A solution of 4.93 g (10.0 mmol) of 10-benzyl-4-(tert.-butyl-dimethyl-silanyloxymethyl)-3,7-dimethoxy-phenothiazine in 50 ml of diethyl ether/tetrahydrofuran (4:1) was reacted with 7.5 ml of n-butyllithium solution (1.6M in hexane) and 1.47 g (13.0 mmol) of N-formylpiperidine analogously to that described in Example 4.1.1.c. The 10-benzyl-3,7-dimethoxy-6-(tert.-butyl-dimethyl-silanyloxymethyl)phenothiazine-4-carbaldehyde obtained was dissolved in 50 ml of tetrahydrofuran and reduced with 10.0 ml... RXN SMILES: [CH2:1]([N:8]1[C:21]2[CH:20]=[CH:19][C:18]([O:22][CH3:23])=[C:17]([C:24]([CH3:32])([CH3:31])[O:25][SiH2:26][C:27]([CH3:30])([CH3:29])[CH3:28])[C:16]=2[S:15][C:14]2[C:9]1=[CH:10][CH:11]=[C:12]([O:33][CH3:34])[CH:13]=2)[C:2]1[CH:7]=[CH:6][CH:5]=[CH:4][CH:3]=1.C([Li])CCC.[CH:40](N1CCCCC1)=[O:41]>C(OCC)C.O1CCCC1>[CH2:1]([N:8]1[C:9]2[CH:10]=[CH:11][C:12]([O:33][CH3:34])=[C:13]([CH:40]=[O:41])[C:14]=2[S:15][C:16]2[C:21]1=[CH:20][CH:19]=[C:18]([O:22][CH3:23])[C:17]=2[C:24]([CH3:32])([CH3:31])[O:25][SiH2:26][C:27]([CH3:28])([CH3:29])[CH3:30])[C:2]1[CH:3]=[CH:4][CH:5]=[CH:6][CH:7]=1 |f:3.4|. The product is C(C1=CC=CC=C1)N1C2=CC=C(C(=C2SC=2C(=C(C=CC12)OC)C=O)C(O[SiH2]C(C)(C)C)(C)C)OC (10-benzyl-3,7-dimethoxy-6-(tert.-butyl-dimethyl-silanyloxymethyl)phenothiazine-4-carbaldehyde). The reactants are C(C1=CC=CC=C1)N1C2=CC=C(C=C2SC=2C(=C(C=CC12)OC)C(O[SiH2]C(C)(C)C)(C)C)OC (10-benzyl-4-(tert.-butyl-dimethyl-silanyloxymethyl)-3,7-dimethoxy-phenothiazine), C(CCC)[Li] (n-butyllithium), C(=O)N1CCCCC1 (N-formylpiperidine). The solvent is C(C)OCC.O1CCCC1 (diethyl ether tetrahydrofuran). The reactants are NC=1C(=NC(=CN1)Br)C(=O)OC (Methyl 3-amino-6-bromopyrazine-2-carboxylate), O1C=C(C=C1)B(O)O (3-furan boronic acid), C(C)(=O)[O-].[K+] (potassium acetate), C1(=CC=CC=C1)P(C1=CC=CC=C1)C1=CC=CC=C1 (triphenylphosphine). Solvent: O1CCOCC1 (dioxane). Product: NC=1C(=NC(=CN1)C1=COC=C1)C(=O)OC (methyl 3-amino-6-(furan-3-yl)pyrazine-2-carboxylate). As a reaction SMILES: [NH2:1][C:2]1[C:3]([C:9]([O:11][CH3:12])=[O:10])=[N:4][C:5](Br)=[CH:6][N:7]=1.[O:13]1[CH:17]=[CH:16][C:15](B(O)O)=[CH:14]1.C([O-])(=O)C.[K+].C1(P(C2C=CC=CC=2)C2C=CC=CC=2)C=CC=CC=1>O1CCOCC1>[NH2:1][C:2]1[C:3]([C:9]([O:11][CH3:12])=[O:10])=[N:4][C:5]([C:15]2[CH:16]=[CH:17][O:13][CH:14]=2)=[CH:6][N:7]=1 |f:2.3|. Procedure details: (Step 8-iv) Methyl 3-amino-6-bromopyrazine-2-carboxylate (700 mg, 3 mmol) was dissolved in dioxane (4 mL) with 3-furan boronic acid (0.36 g, 3.2 mmol), potassium acetate (980 mg 10 mmol) and tetrakispalladium triphenylphosphine (200 mg, 0.17 mmol) in a microwave vessel. Nitrogen was bubbled through for 5 minutes, followed by sealing the vessel and microirradiating the mixture for 20 minutes at 170° C. The reaction mixture was diluted with ethyl acetate/saturated sodium bicarbonate, dried over so... The reactants are CO[Si](C1=CC=C(C=C1)C=CC1=CC=C(C=C1)[Si](OC)(OC)OC)(OC)OC (4,4′-bis(trimethoxysilyl)stilbene), CO[Si](OC)(OC)C1=CC=C(C=C1)C1=CC=C(C=C1)[Si](OC)(OC)OC (bis(trimethoxysilyl)biphenyl). The solvent is C(C)(=O)O (acetic acid), C(C)(=O)O (acetic acid). Yields the product C1(=CC=CC=C1)C=CC1=CC=CC=C1 (stilbene). The yield is 70.0%. Reaction SMILES: CO[Si](OC)(OC)[C:4]1[CH:9]=[CH:8][C:7]([CH:10]=[CH:11][C:12]2[CH:17]=[CH:16][C:15]([Si](OC)(OC)OC)=[CH:14][CH:13]=2)=[CH:6][CH:5]=1.CO[Si](C1C=CC(C2C=CC([Si](OC)(OC)OC)=CC=2)=CC=1)(OC)OC>C(O)(=O)C>[C:7]1([CH:10]=[CH:11][C:12]2[CH:13]=[CH:14][CH:15]=[CH:16][CH:17]=2)[CH:8]=[CH:9][CH:4]=[CH:5][CH:6]=1. Procedure: The procedure of Example 1 was repeated employing 4,4′-bis(trimethoxysilyl)stilbene) in place of bis(trimethoxysilyl)biphenyl (2 g, 4.75 mmol) and using a 1% acetic acid solution (9 ml) to give a ratio of 2.94 equivalents of stilbene to 1 equivalent of acetic acid. The reaction mixture was stirred for a period of 10 days and a yellow coloured powder was recovered at 70% yield. (1.12 g, 3.32 mmol) Starting materials: COc1cc(C(=O)CCCCCBr)cc(C(C)C)c1OC, O=C([O-])[O-], CCCc1c(O)ccc(C(=O)OC)c1O, CC(C)=O, [K+], [K+], CN(C)C=O. Yields the product CCCc1c(OCCCCCC(=O)c2cc(OC)c(OC)c(C(C)C)c2)ccc(C(=O)OC)c1O. RXN SMILES: [Br:1][CH2:2][CH2:3][CH2:4][CH2:5][CH2:6][C:7](=[O:8])[c:9]1[cH:10][c:11]([O:20][CH3:21])[c:12]([O:18][CH3:19])[c:13]([CH:15]([CH3:16])[CH3:17])[cH:14]1.[C:37](=[O:38])([O-:39])[O-:40].[CH3:22][O:23][C:24]([c:25]1[c:26]([OH:35])[c:27]([CH2:32][CH2:33][CH3:34])[c:28]([OH:31])[cH:29][cH:30]1)=[O:36].[CH3:43][C:44](=[O:45])[CH3:46].[K+:41].[K+:42].[O:47]=[CH:48][N:49]([CH3:50])[CH3:51]>>[CH2:2]([CH2:3][CH2:4][CH2:5][CH2:6][C:7](=[O:8])[c:9]1[cH:10][c:11]([O:20][CH3:21])[c:12]([O:18][CH3:19])[c:13]([CH:15]([CH3:16])[CH3:17])[cH:14]1)[O:31][c:28]1[c:27]([CH2:32][CH2:33][CH3:34])[c:26]([OH:35])[c:25]([C:24]([O:23][CH3:22])=[O:36])[cH:30][cH:29]1. Reactants: O=C(Cl)C(=O)Cl, Cc1nc(Cl)ncc1C(=O)O, ClCCl, CN(C)C=O. Yields the product Cc1nc(Cl)ncc1C(=O)Cl. RXN SMILES: [Cl:12][C:13]([C:14]([Cl:15])=[O:16])=[O:17].[Cl:1][c:2]1[n:3][cH:4][c:5]([C:9](=[O:10])[OH:11])[c:6]([CH3:8])[n:7]1.[Cl:23][CH2:24][Cl:25].[O:18]=[CH:19][N:20]([CH3:21])[CH3:22]>>[Cl:1][c:2]1[n:3][cH:4][c:5]([C:9](=[O:11])[Cl:12])[c:6]([CH3:8])[n:7]1. Reactants: BrCc1ccccc1, O=C([O-])[O-], CN(C)C=O, [K+], [K+], O, CC(=O)OCC1OC(Oc2nn(CCO)c(C(C)C)c2Cc2ccccc2O)C(OC(C)=O)C(OC(C)=O)C1OC(C)=O. Product: CC(=O)OCC1OC(Oc2nn(CCO)c(C(C)C)c2Cc2ccccc2OCc2ccccc2)C(OC(C)=O)C(OC(C)=O)C1OC(C)=O. Reaction SMILES: [Br:44][CH2:45][c:46]1[cH:47][cH:48][cH:49][cH:50][cH:51]1.[C:52](=[O:53])([O-:54])[O-:55].[CH3:59][N:60]([CH3:61])[CH:62]=[O:63].[K+:56].[K+:57].[OH2:58].[OH:1][c:2]1[c:3]([CH2:4][c:5]2[c:6]([O:16][CH:17]3[CH:18]([O:19][C:20]([CH3:21])=[O:22])[CH:23]([O:24][C:25]([CH3:26])=[O:27])[CH:28]([O:29][C:30]([CH3:31])=[O:32])[CH:33]([CH2:35][O:36][C:37]([CH3:38])=[O:39])[O:34]3)[n:7][n:8]([CH2:13][CH2:14][OH:15])[c:9]2[CH:10]([CH3:11])[CH3:12])[cH:40][cH:41][cH:42][cH:43]1>>[O:1]([c:2]1[c:3]([CH2:4][c:5]2[c:6]([O:16][CH:17]3[CH:18]([O:19][C:20]([CH3:21])=[O:22])[CH:23]([O:24][C:25]([CH3:26])=[O:27])[CH:28]([O:29][C:30]([CH3:31])=[O:32])[CH:33]([CH2:35][O:36][C:37]([CH3:38])=[O:39])[O:34]3)[n:7][n:8]([CH2:13][CH2:14][OH:15])[c:9]2[CH:10]([CH3:11])[CH3:12])[cH:40][cH:41][cH:42][cH:43]1)[CH2:45][c:46]1[cH:47][cH:48][cH:49][cH:50][cH:51]1. The reactants are O=C(O)c1ccnc(C(F)(F)F)c1, NS(=O)(=O)c1cc(F)cc(F)c1. Reagents/catalysts: [B-](F)(F)(F)F.CN(C)C(=[N+](C)C)ON1C(=O)C2C3CC(C2C1=O)C=C3 (TNTU), CCN(C(C)C)C(C)C (DIPEA). The solvent is CN(C)C=O (DMF), CN(C)C=O (DMF), CN(C)C=O (DMF), CN(C)C=O (DMF), CN(C)C=O (DMF), CN(C)C=O (DMF). Run at temperature 25 celsius, time 2 hour. Yields the product O=C(NS(=O)(=O)c1cc(F)cc(F)c1)c1ccnc(C(F)(F)F)c1. Yield: 33.4%. Reaction SMILES: NS(=O)(=O)c1cc(F)cc(F)c1.O=C(O)c1ccnc(C(F)(F)F)c1.[B-](F)(F)(F)F.CN(C)C(=[N+](C)C)ON1C(=O)C2C3CC(C2C1=O)C=C3.CCN(C(C)C)C(C)C.CN(C)C=O>>O=C(NS(=O)(=O)c1cc(F)cc(F)c1)c1ccnc(C(F)(F)F)c1. Reactants: COC=1C=C2CCN=CC2=CC1OC (6,7-dimethoxy-3,4-dihydro-isoquinoline), CC1=CC=C(CCl)C=C1 (4-methylbenzyl chloride). The solvent is C(CCl)Cl (ethylene chloride). Product: [Cl-].CC1=CC=C(C[N+]2=CC3=CC(=C(C=C3CC2)OC)OC)C=C1 (2-(4-Methylbenzyl)-6,7-dimethoxy-3,4-dihydroisoquinolinium chloride). RXN SMILES: [CH3:1][O:2][C:3]1[CH:4]=[C:5]2[C:10](=[CH:11][C:12]=1[O:13][CH3:14])[CH:9]=[N:8][CH2:7][CH2:6]2.[CH3:15][C:16]1[CH:23]=[CH:22][C:19]([CH2:20][Cl:21])=[CH:18][CH:17]=1>C(Cl)CCl>[Cl-:21].[CH3:15][C:16]1[CH:23]=[CH:22][C:19]([CH2:20][N+:8]2[CH2:7][CH2:6][C:5]3[C:10](=[CH:11][C:12]([O:13][CH3:14])=[C:3]([O:2][CH3:1])[CH:4]=3)[CH:9]=2)=[CH:18][CH:17]=1 |f:3.4|. Reported procedure: The title compound is prepared analogously to Example A from 6,7-dimethoxy-3,4-dihydro-isoquinoline and 4-methylbenzyl chloride in ethylene chloride. Melting point: 181°-183° C. (Decomp.)